Dataset: the Open Reaction Database (ORD), a public repository of structured organic reaction records. Task: describe an organic reaction: reactants, conditions, products, and yield Starting materials: CCOC(=O)N1CCC(NC(=O)c2[nH]c(C)c(Cl)c2C#N)C(OCC)C1, [K+], NN, [OH-], O, O, OCCO. Product: CCOC1CNCCC1NC(=O)c1[nH]c(C)c(Cl)c1C#N. Reaction SMILES: [Cl:1][c:2]1[c:3]([C:25]#[N:26])[c:4]([C:8](=[O:9])[NH:10][CH:11]2[CH:12]([O:22][CH2:23][CH3:24])[CH2:13][N:14]([C:17]([O:18][CH2:19][CH3:20])=[O:21])[CH2:15][CH2:16]2)[nH:5][c:6]1[CH3:7].[K+:28].[NH2:30][NH2:31].[OH-:27].[OH2:29].[OH2:32].[OH:33][CH2:34][CH2:35][OH:36]>>[Cl:1][c:2]1[c:3]([C:25]#[N:26])[c:4]([C:8](=[O:9])[NH:10][CH:11]2[CH:12]([O:22][CH2:23][CH3:24])[CH2:13][NH:14][CH2:15][CH2:16]2)[nH:5][c:6]1[CH3:7]. Reactants: C(CCCCC)(=O)OC(CCCCC)=O (Hexanoic anhydride), C[C@@H]([C@H](C1=CC=CC=C1)O)NC ((+)-pseudoephedrine), O1CCCC1 (tetrahydrofuran), O1CCCC1 (tetrahydrofuran). Reaction conditions: temperature 23 celsius, time 25 minute. The product is OC(C(C)N(C(CCCCC)=O)C)C1=CC=CC=C1 (N-(2-hydroxy-1-methyl-2-phenylethyl)-N-methyl hexanamide). Yield: 91.0%. RXN SMILES: [CH3:1][C@H:2]([NH:11][CH3:12])[C@@H:3]([OH:10])[C:4]1[CH:9]=[CH:8][CH:7]=[CH:6][CH:5]=1.[C:13](OC(=O)CCCCC)(=O)[CH2:14]CCCC.[O:28]1[CH2:32][CH2:31][CH2:30][CH2:29]1>>[OH:10][CH:3]([C:4]1[CH:5]=[CH:6][CH:7]=[CH:8][CH:9]=1)[CH:2]([N:11]([CH3:12])[C:32](=[O:28])[CH2:31][CH2:30][CH2:29][CH2:13][CH3:14])[CH3:1]. Procedure details: In a dry 2 L round-bottomed flask equipped with a magnetic stirrer was added (+)-pseudoephedrine (40.0 g, 242.06 mmol, 1.0 equiv) and tetrahydrofuran (500 mL), and the mixture was stirred in a 23° C. water bath. Hexanoic anhydride (55.51 g, 259 mmol, 1.07 equiv) was added via cannula over a 10 minute interval, and transfer was quantitated with an additional portion of tetrahydrofuran (10 mL). After 25 minutes, the reaction was quenched with saturated sodium bicarbonate (300 mL). Volatile compone... The reactants are Brc1ccccc1, CC(C)(C)[O-], [K+], Nc1ncc([N+](=O)[O-])cn1, CC(=O)[O-], CC(=O)[O-], CN(C)C=O, [Pd+2]. RXN SMILES: [Br:11][c:12]1[cH:13][cH:14][cH:15][cH:16][cH:17]1.[CH3:18][C:19]([CH3:20])([O-:21])[CH3:22].[K+:23].[N+:1](=[O:2])([O-:3])[c:4]1[cH:5][n:6][c:7]([NH2:10])[n:8][cH:9]1.[O-:30][C:31]([CH3:32])=[O:33].[O-:34][C:35]([CH3:36])=[O:37].[O:24]=[CH:25][N:26]([CH3:27])[CH3:28].[Pd+2:29]>>[N+:1](=[O:2])([O-:3])[c:4]1[cH:5][n:6][c:7]([NH:10][c:12]2[cH:13][cH:14][cH:15][cH:16][cH:17]2)[n:8][cH:9]1. Product: O=[N+]([O-])c1cnc(Nc2ccccc2)nc1. The reactants are CCI, C1CCOC1, COc1ccc2c(C(=O)C(F)(F)F)c(C)[nH]c2c1, [H-], [Na+]. Product: CCn1c(C)c(C(=O)C(F)(F)F)c2ccc(OC)cc21. RXN SMILES: [CH2:19]([CH3:20])[I:21].[CH2:24]1[O:25][CH2:26][CH2:27][CH2:28]1.[F:1][C:2]([C:3](=[O:4])[c:5]1[c:6]([CH3:16])[nH:7][c:8]2[cH:9][c:10]([O:14][CH3:15])[cH:11][cH:12][c:13]12)([F:17])[F:18].[H-:22].[Na+:23]>>[F:1][C:2]([C:3](=[O:4])[c:5]1[c:6]([CH3:16])[n:7]([CH2:19][CH3:20])[c:8]2[cH:9][c:10]([O:14][CH3:15])[cH:11][cH:12][c:13]12)([F:17])[F:18].